This data is from the Open Reaction Database (ORD), a public repository of structured organic reaction records. The task is: describe an organic reaction: reactants, conditions, products, and yield Reactants: Cl (HCl), C(=O)(OC(C)(C)C)N[C@@H](CSCC1=CC=CC=C1)C(=O)O (BOC-S-benzyl-L-cysteine), C(C)O (ethanol). Reaction conditions: time 8 hour. The product is Cl.C(C)OC([C@@H](N)CSCC1=CC=CC=C1)=O (S-benzyl-L-cysteine ethyl ester hydrochloride). As a reaction SMILES: [ClH:1].C([NH:9][C@H:10]([C:20]([OH:22])=[O:21])[CH2:11][S:12][CH2:13][C:14]1[CH:19]=[CH:18][CH:17]=[CH:16][CH:15]=1)(OC(C)(C)C)=O.[CH2:23](O)[CH3:24]>>[ClH:1].[CH2:23]([O:22][C:20](=[O:21])[C@H:10]([CH2:11][S:12][CH2:13][C:14]1[CH:15]=[CH:16][CH:17]=[CH:18][CH:19]=1)[NH2:9])[CH3:24] |f:3.4|. Procedure: HCl(g) is bubbled into a solution of BOC-S-benzyl-L-cysteine (9.33 g, 30 mmol) in ethanol (200 mL) for 15 minutes. The container is stoppered and stirred at room temperature overnight. The solvent is evaporated in vacuo and the residue stirred in diethyl ether (150 mL) for 1.5 hours to yield S-benzyl-L-cysteine ethyl ester hydrochloride as a solid. Reactants: CS(C)=O, NC1CCc2cc(F)ccc2C1CC1CC1, CCN(C(C)C)C(C)C, Cl, O=C(Nc1cccc2cnccc12)Oc1ccccc1. Product: O=C(Nc1cccc2cnccc12)NC1CCc2cc(F)ccc2C1CC1CC1. Reaction SMILES: [CH3:47][S:48]([CH3:49])=[O:50].[CH:2]1([CH2:5][CH:6]2[CH:7]([NH2:17])[CH2:8][CH2:9][c:10]3[cH:11][c:12]([F:16])[cH:13][cH:14][c:15]32)[CH2:3][CH2:4]1.[CH:38]([N:39]([CH:40]([CH3:41])[CH3:42])[CH2:43][CH3:44])([CH3:45])[CH3:46].[ClH:1].[c:18]1([O:24][C:25](=[O:19])[NH:26][c:27]2[c:28]3[cH:29][cH:30][n:31][cH:32][c:33]3[cH:34][cH:35][cH:36]2)[cH:20][cH:21][cH:22][cH:23][cH:37]1>>[CH:2]1([CH2:5][CH:6]2[CH:7]([NH:17][C:25](=[O:24])[NH:26][c:27]3[c:28]4[cH:29][cH:30][n:31][cH:32][c:33]4[cH:34][cH:35][cH:36]3)[CH2:8][CH2:9][c:10]3[cH:11][c:12]([F:16])[cH:13][cH:14][c:15]32)[CH2:3][CH2:4]1. Starting materials: O=CO, NNc1ccc(C(F)(F)F)cc1[N+](=O)[O-], O. Product: NN(C=O)c1ccc(C(F)(F)F)cc1[N+](=O)[O-]. As a reaction SMILES: [CH:16](=[O:17])[OH:18].[N+:1](=[O:2])([O-:3])[c:4]1[c:5]([NH:14][NH2:15])[cH:6][cH:7][c:8]([C:10]([F:11])([F:12])[F:13])[cH:9]1.[OH2:19]>>[N+:1](=[O:2])([O-:3])[c:4]1[c:5]([N:14]([NH2:15])[CH:16]=[O:17])[cH:6][cH:7][c:8]([C:10]([F:11])([F:12])[F:13])[cH:9]1.